From a dataset of the Open Reaction Database (ORD), a public repository of structured organic reaction records. describe an organic reaction: reactants, conditions, products, and yield The reactants are IC1=CC=C(C=C1)C1=NC(=NO1)C (5-(4-iodophenyl)-3-methyl-[1,2,4]oxadiazole), C1(CC1)CNC(C1=CC(=C(C=C1)C)B1OC(C(O1)(C)C)(C)C)=O (N-cyclopropylmethyl-4-methyl-3-(4,4,5,5-tetramethyl-[1,3,2]-dioxaborolan-2-yl)benzamide), IC1=CC=C(C=C1)C1=NC(=NO1)C (5-(4-iodophenyl)-3-methyl-[1,2,4]oxadiazole), C1(CC1)CNC(C1=CC(=C(C=C1)C)B1OC(C(O1)(C)C)(C)C)=O (N-cyclopropylmethyl-4-methyl-3-(4,4,5,5-tetramethyl-[1,3,2]-dioxaborolan-2-yl)benzamide). Solvent: CN(C)C=O (DMF). The product is C1(CC1)NC(=O)C=1C=C(C(=CC1)C)C1=CC=C(C=C1)C1=NC(=NO1)C (6-Methyl-4′(3-methyl-[1,2,4]oxadiazol-5-yl)-biphenyl-3-carboxylic acid cyclopropylamide). As a reaction SMILES: I[C:2]1[CH:7]=[CH:6][C:5]([C:8]2[O:12][N:11]=[C:10]([CH3:13])[N:9]=2)=[CH:4][CH:3]=1.[CH:14]1([CH2:17][NH:18][C:19](=[O:36])[C:20]2[CH:25]=[CH:24][C:23]([CH3:26])=[C:22](B3OC(C)(C)C(C)(C)O3)[CH:21]=2)[CH2:16]C1>CN(C=O)C>[CH:17]1([NH:18][C:19]([C:20]2[CH:21]=[C:22]([C:2]3[CH:7]=[CH:6][C:5]([C:8]4[O:12][N:11]=[C:10]([CH3:13])[N:9]=4)=[CH:4][CH:3]=3)[C:23]([CH3:26])=[CH:24][CH:25]=2)=[O:36])[CH2:14][CH2:16]1. Reported procedure: Example 24 was prepared using 5-(4-iodophenyl)-3-methyl-[1,2,4]oxadiazole (Intermediate 12) and N-cyclopropyl-4-methyl-3-(4,4,5,5-tetramethyl-1,3,2-dioxaborolan-2-yl)benzamide (Intermediate 17) using DMF as the solvent. Starting materials: O=C1NC=2C(=NC=CC2)N1CC(=O)OCC (ethyl (2-oxo-1,2-dihydro-3H-imidazo[4,5-b]pyridin-3-yl)acetate), P(=O)(Cl)(Cl)Cl (phosphoryl chloride), C([O-])(O)=O.[Na+] (sodium bicarbonate). Run at temperature 100 celsius, time 8 hour. Yields the product ClC1=NC=2C(=NC=CC2)N1CC(=O)OCC (ethyl (2-chloro-3H-imidazo[4,5-b]pyridin-3-yl)acetate). RXN SMILES: O=[C:2]1[N:10]([CH2:11][C:12]([O:14][CH2:15][CH3:16])=[O:13])[C:5]2=[N:6][CH:7]=[CH:8][CH:9]=[C:4]2[NH:3]1.C(=O)(O)[O-].[Na+].P(Cl)(Cl)([Cl:24])=O>>[Cl:24][C:2]1[N:10]([CH2:11][C:12]([O:14][CH2:15][CH3:16])=[O:13])[C:5]2=[N:6][CH:7]=[CH:8][CH:9]=[C:4]2[N:3]=1 |f:1.2|. Procedure: A mixture of ethyl (2-oxo-1,2-dihydro-3H-imidazo[4,5-b]pyridin-3-yl)acetate (14.5 g) and phosphoryl chloride (100 mL) was stirred at 100° C. overnight. The mixture was poured into ice, neutralized with saturated sodium bicarbonate solution and extracted with AcOEt. The organic layer was dried over Na2SO4, filtered and concentrated under reduced pressure. The residue was diluted with AcOEt and insoluble crystals were removed by filtration. The filtrate was concentrated under reduced pressure. The... Starting materials: NC1=C(C=C(C=C1C)N1C(=NC(=C1)C)C)Br (1-(4-amino-3-bromo-5-methylphenyl)-2,4-dimethylimidazole), cuprous cyanide, CN1C(CCC1)=O (N-methylpyrrolidone). Product: NC1=C(C=C(C=C1C)N1C(=NC(=C1)C)C)C#N (1-(4-Amino-3-cyano-5-methylphenyl)-2,4-dimethylimidazole). Reaction SMILES: [NH2:1][C:2]1[C:7]([CH3:8])=[CH:6][C:5]([N:9]2[CH:13]=[C:12]([CH3:14])[N:11]=[C:10]2[CH3:15])=[CH:4][C:3]=1Br.[CH3:17][N:18]1CCCC1=O>>[NH2:1][C:2]1[C:7]([CH3:8])=[CH:6][C:5]([N:9]2[CH:13]=[C:12]([CH3:14])[N:11]=[C:10]2[CH3:15])=[CH:4][C:3]=1[C:17]#[N:18]. Procedure: A mixture of 1-(4-amino-3-bromo-5-methylphenyl)-2,4-dimethylimidazole (17.3 g) and cuprous cyanide (17.9 g) was heated and stirred at 150° in N-methylpyrrolidone (50 cm3) for 6 hours. The cooled mixture was partitioned between ammonia solution (200 cm3 ; S.G. 0.880) and chloroform (200 cm3). The aqueous phase was extracted further with chloroform (2×100 cm3), and the combined and dried (MgSO4) organic phases were evaporated in vacuo to give an oil, which was chromatographed on silica (Merck "MK ... Starting materials: BrCc1ccccc1CBr, CCN(C(C)C)C(C)C, CN(C)C=O, NCc1noc(-c2ncn3c2C2CCCN2C(=O)c2c(Cl)cccc2-3)n1. Yields the product O=C1c2c(Cl)cccc2-n2cnc(-c3nc(CN4Cc5ccccc5C4)no3)c2C2CCCN12. RXN SMILES: [Br:36][CH2:37][c:38]1[c:39]([CH2:44][Br:45])[cH:40][cH:41][cH:42][cH:43]1.[CH2:27]([N:28]([CH:29]([CH3:30])[CH3:31])[CH:32]([CH3:33])[CH3:34])[CH3:35].[CH3:46][N:47]([CH3:48])[CH:49]=[O:50].[NH2:1][CH2:2][c:3]1[n:4][o:5][c:6](-[c:8]2[n:9][cH:10][n:11]3[c:12]2[CH:13]2[N:14]([C:15](=[O:23])[c:16]4[c:17]-3[cH:18][cH:19][cH:20][c:21]4[Cl:22])[CH2:24][CH2:25][CH2:26]2)[n:7]1>>[N:1]1([CH2:2][c:3]2[n:4][o:5][c:6](-[c:8]3[n:9][cH:10][n:11]4[c:12]3[CH:13]3[N:14]([C:15](=[O:23])[c:16]5[c:17]-4[cH:18][cH:19][cH:20][c:21]5[Cl:22])[CH2:24][CH2:25][CH2:26]3)[n:7]2)[CH2:37][c:38]2[c:39]([cH:40][cH:41][cH:42][cH:43]2)[CH2:44]1. Yields the product N1CC(C1)CC1=NC(=NO1)C=1C=CC(=C(C1)NC(=O)C1=CN=C2N1C=CC=C2)C (N-(5-(5-(azetidin-3-ylmethyl)-1,2,4-oxadiazol-3-yl)-2-methylphenyl)imidazo[1,2-a]pyridine-3-carboxamide). The solvent is C(=O)(C(F)(F)F)O (TFA). RXN SMILES: [N:1]1[CH:2]=[C:3]([C:10]([NH:12][C:13]2[CH:14]=[C:15]([C:20]3[N:24]=[C:23]([CH2:25][CH:26]4[CH2:29][N:28](C(OC(C)(C)C)=O)[CH2:27]4)[O:22][N:21]=3)[CH:16]=[CH:17][C:18]=2[CH3:19])=[O:11])[N:4]2[CH:9]=[CH:8][CH:7]=[CH:6][C:5]=12>C(O)(C(F)(F)F)=O>[NH:28]1[CH2:29][CH:26]([CH2:25][C:23]2[O:22][N:21]=[C:20]([C:15]3[CH:16]=[CH:17][C:18]([CH3:19])=[C:13]([NH:12][C:10]([C:3]4[N:4]5[CH:9]=[CH:8][CH:7]=[CH:6][C:5]5=[N:1][CH:2]=4)=[O:11])[CH:14]=3)[N:24]=2)[CH2:27]1. Reported procedure: 3-((3-(3-(Imidazo[1,2-a]pyridine-3-carboxamido)-4-methylphenyl)-1,2,4-oxadiazol-5-yl)methyl)azetidine-1-carboxylate (54) (29.3 mg, 0.06 mmol) was dissolved in TFA (0.5 mL) and stirred at room temperature for 10 minutes. Then TFA was removed under vacuum to yield crude N-(5-(5-(azetidin-3-ylmethyl)-1,2,4-oxadiazol-3-yl)-2-methylphenyl)imidazo[1,2-a]pyridine-3-carboxamide (55) which was used without further purification. MS m/z 389.2 (M+1)+. Starting materials: N=1C=C(N2C1C=CC=C2)C(=O)NC=2C=C(C=CC2C)C2=NOC(=N2)CC2CN(C2)C(=O)OC(C)(C)C (tert-butyl 3-((3-(3-(imidazo[1,2-a]pyridine-3-carboxamido)-4-methylphenyl)-1,2,4-oxadiazol-5-yl)methyl)azetidine-1-carboxylate). Reaction conditions: time 10 minute. The reactants are COCCCN1CCOc2ccc(COC3CN(C(=O)OCc4ccccc4)CCC3c3ccc(OCc4ccccc4)cc3)cc21, CO, [K+], C1COCCO1, [OH-], O. The product is COCCCN1CCOc2ccc(COC3CNCCC3c3ccc(OCc4ccccc4)cc3)cc21. RXN SMILES: [CH2:1]([c:2]1[cH:3][cH:4][cH:5][cH:6][cH:7]1)[O:8][c:9]1[cH:10][cH:11][c:12]([CH:15]2[CH:16]([O:31][CH2:32][c:33]3[cH:34][cH:35][c:36]4[c:37]([cH:47]3)[N:38]([CH2:42][CH2:43][CH2:44][O:45][CH3:46])[CH2:39][CH2:40][O:41]4)[CH2:17][N:18]([C:21]([O:22][CH2:23][c:24]3[cH:25][cH:26][cH:27][cH:28][cH:29]3)=[O:30])[CH2:19][CH2:20]2)[cH:13][cH:14]1.[CH3:48][OH:49].[K+:51].[O:52]1[CH2:53][CH2:54][O:55][CH2:56][CH2:57]1.[OH-:50].[OH2:58]>>[CH2:1]([c:2]1[cH:3][cH:4][cH:5][cH:6][cH:7]1)[O:8][c:9]1[cH:10][cH:11][c:12]([CH:15]2[CH:16]([O:31][CH2:32][c:33]3[cH:34][cH:35][c:36]4[c:37]([cH:47]3)[N:38]([CH2:42][CH2:43][CH2:44][O:45][CH3:46])[CH2:39][CH2:40][O:41]4)[CH2:17][NH:18][CH2:19][CH2:20]2)[cH:13][cH:14]1.